The task is: describe an organic reaction: reactants, conditions, products, and yield. This data is from the Open Reaction Database (ORD), a public repository of structured organic reaction records. Starting materials: C1COCCO1, C1COCCO1, CCOC(C)=O, Cl, COCOc1ccc(-c2ccc3c(c2COc2cc(F)ccc2C)C(C)=CC(C)(C)N3)c(OC)c1. Yields the product COc1cc(O)ccc1-c1ccc2c(c1COc1cc(F)ccc1C)C(C)=CC(C)(C)N2. RXN SMILES: [CH2:37]1[O:38][CH2:39][CH2:40][O:41][CH2:42]1.[CH2:43]1[O:44][CH2:45][CH2:46][O:47][CH2:48]1.[CH3:49][CH2:50][O:51][C:52](=[O:53])[CH3:54].[ClH:36].[F:1][c:2]1[cH:3][cH:4][c:5]([CH3:35])[c:6]([O:7][CH2:8][c:9]2[c:10]3[c:15]([cH:16][cH:17][c:18]2-[c:19]2[c:20]([O:29][CH3:30])[cH:21][c:22]([O:25][CH2:26][O:27][CH3:28])[cH:23][cH:24]2)[NH:14][C:13]([CH3:31])([CH3:32])[CH:12]=[C:11]3[CH3:33])[cH:34]1>>[F:1][c:2]1[cH:3][cH:4][c:5]([CH3:35])[c:6]([O:7][CH2:8][c:9]2[c:10]3[c:15]([cH:16][cH:17][c:18]2-[c:19]2[c:20]([O:29][CH3:30])[cH:21][c:22]([OH:25])[cH:23][cH:24]2)[NH:14][C:13]([CH3:31])([CH3:32])[CH:12]=[C:11]3[CH3:33])[cH:34]1.